This data is from the Open Reaction Database (ORD), a public repository of structured organic reaction records. The task is: describe an organic reaction: reactants, conditions, products, and yield Reaction SMILES: [CH:1]([C:3]1[CH:15]=[C:14]([C:16]2[S:17][CH:18]=[CH:19][CH:20]=2)[C:13]([O:21][CH3:22])=[CH:12][C:4]=1[O:5][CH2:6][C:7]([N:9]([CH3:11])[CH3:10])=[O:8])=O.[C:23]([C:26]1[CH:34]=[CH:33][C:29]([C:30]([OH:32])=[O:31])=[CH:28][CH:27]=1)(=[O:25])[CH3:24]>>[CH3:10][N:9]([CH3:11])[C:7]([CH2:6][O:5][C:4]1[CH:12]=[C:13]([O:21][CH3:22])[C:14]([C:16]2[S:17][CH:18]=[CH:19][CH:20]=2)=[CH:15][C:3]=1/[CH:1]=[CH:24]/[C:23]([C:26]1[CH:34]=[CH:33][C:29]([C:30]([OH:32])=[O:31])=[CH:28][CH:27]=1)=[O:25])=[O:8]. Starting materials: C(=O)C1=C(OCC(=O)N(C)C)C=C(C(=C1)C=1SC=CC1)OC (2-(2-formyl-5-methoxy-4-thiophen-2-yl-phenoxy)-N,N-dimethyl-acetamide), C(C)(=O)C1=CC=C(C(=O)O)C=C1 (4-acetylbenzoic acid). The yield is 75.0%. Reported procedure: The title compound was prepared by condensing 2-(2-formyl-5-methoxy-4-thiophen-2-yl-phenoxy)-N,N-dimethyl-acetamide (Ex-67A) and 4-acetylbenzoic acid in a similar manner as described in Ex-3. Yellow solid, mp 228–229° C., 75% yield. 1H-NMR (300 MHz, DMSO-d6) δ 8.31 (d, 2H, J=9.3 Hz), 8.22 (d, 2H, J=13.3 Hz), 8.08 (d, 2H, J=9.3 Hz), 7.95 (s, 1H), 7.65 (d, 1H, J=2.7 Hz), 7.52 (d, 1H, J=5.1 Hz), 7.13 (dd, 1H, J=5.1, 2.7 Hz), 6.85 (s, 1H), 5.11 (s, 2H), 3.99 (s, 3H), 3.06 (s, 3H), 2.93 (s, 3H). MS (... Product: CN(C(=O)COC1=C(C=C(C(=C1)OC)C=1SC=CC1)/C=C/C(=O)C1=CC=C(C(=O)O)C=C1)C (4-[3E-(2-Dimethylcarbamoylmethoxy-4-methoxy-5-thiophen-2-yl-phenyl)-acryloyl]-benzoic acid).